Dataset: the Open Reaction Database (ORD), a public repository of structured organic reaction records. Task: describe an organic reaction: reactants, conditions, products, and yield Starting materials: C1(CCCCC1)CCC[C@H](CC(=O)OC(C)(C)C)C1=NC(=NO1)COS(=O)(=O)C1=CC=C(C=C1)C (tert-butyl(3R)-6-cyclohexyl-3-[3-({[(4-methylphenyl)sulfonyl]oxy}methyl)-1,2,4-oxadiazol-5-yl]hexanoate), C(O)CN (ethanolamine). Yields the product C1(CCCCC1)CCC[C@H](CC(=O)OC(C)(C)C)C1=NC(=NO1)CNCCO (tert-butyl(3R)-6-cyclohexyl-3-(3-{[(2-hydroxyethyl)amino]methyl}-1,2,4-oxadiazol-5-yl)hexanoate). RXN SMILES: [CH:1]1([CH2:7][CH2:8][CH2:9][C@@H:10]([C:19]2[O:23][N:22]=[C:21]([CH2:24]OS(C3C=CC(C)=CC=3)(=O)=O)[N:20]=2)[CH2:11][C:12]([O:14][C:15]([CH3:18])([CH3:17])[CH3:16])=[O:13])[CH2:6][CH2:5][CH2:4][CH2:3][CH2:2]1.[CH2:36]([CH2:38][NH2:39])[OH:37]>>[CH:1]1([CH2:7][CH2:8][CH2:9][C@@H:10]([C:19]2[O:23][N:22]=[C:21]([CH2:24][NH:39][CH2:38][CH2:36][OH:37])[N:20]=2)[CH2:11][C:12]([O:14][C:15]([CH3:17])([CH3:16])[CH3:18])=[O:13])[CH2:6][CH2:5][CH2:4][CH2:3][CH2:2]1. Procedure details: Method as for preparation 5 using tert-butyl(3R)-6-cyclohexyl-3-[3-({[(4-methylphenyl)sulfonyl]oxy}methyl)-1,2,4-oxadiazol-5-yl]hexanoate (preparation 177) (489 mg, 0.97 mmol) and ethanolamine (250 μl, 3.87 mmol) as starting materials. Procedure details: Applicants have cost-effectively synthesized Leucine Nitrate by combining nitric acid and Leucine, mixing with water, and leaving to crystallize. Further nitratization can take place, yielding Leucine Dinitrate or Leucine Trinitrate. An alternative implementation comprises substituting the Amino Acids Valine or Isoleucine for Leucine. Another alternative implementation comprises substituting Nitrous Acid (HNO2) for Nitric Acid (HNO3), thus yielding Leucine Nitrite. Leucine Nitrite has the same e... As a reaction SMILES: [N+:1]([O-:4])([OH:3])=[O:2].[NH2:5][C@H:6]([C:11]([OH:13])=[O:12])[CH2:7][CH:8]([CH3:10])[CH3:9].[N+:14]([O-:17])([OH:16])=[O:15].[NH2:18][C@H:19]([C:24]([OH:26])=[O:25])[CH2:20][CH:21]([CH3:23])[CH3:22]>O>[N+:1]([O-:4])([OH:3])=[O:2].[N+:14]([O-:17])([OH:16])=[O:15].[NH2:5][C@H:6]([C:11]([OH:13])=[O:12])[CH2:7][CH:8]([CH3:10])[CH3:9].[N+:1]([O-:4])([OH:3])=[O:2].[N+:1]([O-:4])([OH:3])=[O:2].[N+:1]([O-:4])([OH:3])=[O:2].[NH2:18][C@H:19]([C:24]([OH:26])=[O:25])[CH2:20][CH:21]([CH3:23])[CH3:22] |f:0.1,5.6.7,8.9.10.11|. The product is [N+](=O)(O)[O-].[N+](=O)(O)[O-].N[C@@H](CC(C)C)C(=O)O (Leucine Dinitrate), [N+](=O)(O)[O-].[N+](=O)(O)[O-].[N+](=O)(O)[O-].N[C@@H](CC(C)C)C(=O)O (Leucine Trinitrate). Starting materials: N[C@@H](CC(C)C)C(=O)O (Leucine), [N+](=O)(O)[O-].N[C@@H](CC(C)C)C(=O)O (Leucine Nitrate), [N+](=O)(O)[O-] (nitric acid). The solvent is O (water). Reactants: C(C)(=O)N1CCC(CC1)C(C1=C(C=C(C=C1)F)F)=O (1-acetyl-4-(2,4-difluorobenzoyl)-piperidine), CNN (methylhydrazine). Run in C(CCC)O (n-butanol). Product: C(C)(=O)N1CCC(CC1)C1=NN(C2=CC(=CC=C12)F)C (3-(1-acetyl-4-piperidinyl)-6-fluoro-1-methyl-1H-indazole). Yield: 108.7%. As a reaction SMILES: [C:1]([N:4]1[CH2:9][CH2:8][CH:7]([C:10](=O)[C:11]2[CH:16]=[CH:15][C:14]([F:17])=[CH:13][C:12]=2F)[CH2:6][CH2:5]1)(=[O:3])[CH3:2].[CH3:20][NH:21][NH2:22]>C(O)CCC>[C:1]([N:4]1[CH2:9][CH2:8][CH:7]([C:10]2[C:11]3[C:12](=[CH:13][C:14]([F:17])=[CH:15][CH:16]=3)[N:21]([CH3:20])[N:22]=2)[CH2:6][CH2:5]1)(=[O:3])[CH3:2]. Procedure: A solution of 5.0 g of 1-acetyl-4-(2,4-difluorobenzoyl)-piperidine, 1.2 g of methylhydrazine and 50 ml of n-butanol was heated under reflux for 16 hrs. After cooling, the solvent was removed in vacuo and the residue was diluted with water. The aqueous mixture was made basic with ammonium hydroxide and extracted with dichloromethane. The organic extract was washed with water, dried over anhydrous magnesium sulfate and concentrated to yield 5.6 g of 3-(1-acetyl-4-piperidinyl)-6-fluoro-1-methyl-1H-... The reactants are Br, COc1ccc(COCc2nnc3n2-c2ccc(Cl)cc2C(c2ccccc2Cl)=NC3)cc1, CC(=O)O, [Na+], [OH-]. Product: OCc1nnc2n1-c1ccc(Cl)cc1C(c1ccccc1Cl)=NC2. As a reaction SMILES: [BrH:1].[CH3:2][O:3][c:4]1[cH:5][cH:6][c:7]([CH2:8][O:9][CH2:10][c:11]2[n:12][n:13][c:14]3[n:15]2-[c:16]2[c:17]([cH:28][c:29]([Cl:32])[cH:30][cH:31]2)[C:18]([c:21]2[c:22]([Cl:27])[cH:23][cH:24][cH:25][cH:26]2)=[N:19][CH2:20]3)[cH:33][cH:34]1.[CH3:37][C:38](=[O:39])[OH:40].[Na+:36].[OH-:35]>>[OH:9][CH2:10][c:11]1[n:12][n:13][c:14]2[n:15]1-[c:16]1[c:17]([cH:28][c:29]([Cl:32])[cH:30][cH:31]1)[C:18]([c:21]1[c:22]([Cl:27])[cH:23][cH:24][cH:25][cH:26]1)=[N:19][CH2:20]2. Reactants: Br[Mg]c1ccccc1, C1COCCO1, C1CCOC1, Cc1ccc(C=O)cc1, ClCCl, CC(C)O[Ti](Cl)(OC(C)C)OC(C)C. Yields the product Cc1ccc(C(O)c2ccccc2)cc1. As a reaction SMILES: [Br:12][Mg:13][c:14]1[cH:15][cH:16][cH:17][cH:18][cH:19]1.[CH2:1]1[O:2][CH2:3][CH2:4][O:5][CH2:6]1.[CH2:7]1[O:8][CH2:9][CH2:10][CH2:11]1.[CH3:23][c:24]1[cH:25][cH:26][c:27]([CH:28]=[O:29])[cH:30][cH:31]1.[Cl:20][CH2:21][Cl:22].[Cl:32][Ti:33]([O:34][CH:35]([CH3:36])[CH3:37])([O:38][CH:39]([CH3:40])[CH3:41])[O:42][CH:43]([CH3:44])[CH3:45]>>[c:14]1([CH:28]([c:27]2[cH:26][cH:25][c:24]([CH3:23])[cH:31][cH:30]2)[OH:29])[cH:15][cH:16][cH:17][cH:18][cH:19]1. Reactants: O=C([O-])[O-], CCOC(=O)c1cccc(Oc2ccc(F)cc2)c1CBr, COC(=O)CNS(=O)(=O)c1ccc(C)cc1, CN(C)C=O, [I-], [K+], [K+], [Na+]. Yields the product CCOC(=O)c1cccc(Oc2ccc(F)cc2)c1CN(CC(=O)OC)S(=O)(=O)c1ccc(C)cc1. As a reaction SMILES: [C:40](=[O:41])([O-:42])[O-:43].[CH2:1]([CH3:2])[O:3][C:4]([c:5]1[c:6]([CH2:19][Br:20])[c:7]([O:11][c:12]2[cH:13][cH:14][c:15]([F:18])[cH:16][cH:17]2)[cH:8][cH:9][cH:10]1)=[O:21].[CH3:22][O:23][C:24]([CH2:25][NH:26][S:27](=[O:28])(=[O:29])[c:30]1[cH:31][cH:32][c:33]([CH3:36])[cH:34][cH:35]1)=[O:37].[CH3:46][N:47]([CH3:48])[CH:49]=[O:50].[I-:39].[K+:44].[K+:45].[Na+:38]>>[CH2:1]([CH3:2])[O:3][C:4]([c:5]1[c:6]([CH2:19][N:26]([CH2:25][C:24]([O:23][CH3:22])=[O:37])[S:27](=[O:28])(=[O:29])[c:30]2[cH:31][cH:32][c:33]([CH3:36])[cH:34][cH:35]2)[c:7]([O:11][c:12]2[cH:13][cH:14][c:15]([F:18])[cH:16][cH:17]2)[cH:8][cH:9][cH:10]1)=[O:21]. The reactants are CCO, [Na+], [OH-], CCOC(=O)C(C)(C)n1nc2ccc(NCCCN3CCC(OC(c4ccccc4)c4ccccc4)CC3)nn2c1=O. The product is CC(C)(C(=O)O)n1nc2ccc(NCCCN3CCC(OC(c4ccccc4)c4ccccc4)CC3)nn2c1=O. As a reaction SMILES: [CH3:45][CH2:46][OH:47].[Na+:44].[OH-:43].[c:1]1([CH:7]([O:8][CH:9]2[CH2:10][CH2:11][N:12]([CH2:15][CH2:16][CH2:17][NH:18][c:19]3[cH:20][cH:21][c:22]4[n:23]([n:24]3)[c:25](=[O:36])[n:26]([C:28]([C:29](=[O:30])[O:31][CH2:32][CH3:33])([CH3:34])[CH3:35])[n:27]4)[CH2:13][CH2:14]2)[c:37]2[cH:38][cH:39][cH:40][cH:41][cH:42]2)[cH:2][cH:3][cH:4][cH:5][cH:6]1>>[c:1]1([CH:7]([O:8][CH:9]2[CH2:10][CH2:11][N:12]([CH2:15][CH2:16][CH2:17][NH:18][c:19]3[cH:20][cH:21][c:22]4[n:23]([n:24]3)[c:25](=[O:36])[n:26]([C:28]([C:29](=[O:30])[OH:31])([CH3:34])[CH3:35])[n:27]4)[CH2:13][CH2:14]2)[c:37]2[cH:38][cH:39][cH:40][cH:41][cH:42]2)[cH:2][cH:3][cH:4][cH:5][cH:6]1.